Dataset: the Open Reaction Database (ORD), a public repository of structured organic reaction records. Task: describe an organic reaction: reactants, conditions, products, and yield The reactants are N(=[N+]=[N-])[C@@H]1[C@@H](NC1=O)COS(=O)(=O)C1=CC=C(C=C1)C (cis-3-azido-4-oxo-2-p-toluenesulfonyloxymethylazetidine). Reagents/catalysts: [Zn] (Zinc). Run in C(C)(=O)O (acetic acid). Reaction conditions: time 30 minute. Product: N[C@@H]1[C@@H](NC1=O)COS(=O)(=O)C1=CC=C(C=C1)C (cis-3-Amino-4-oxo-2-p-toluenesulfonyloxymethylazetidine). Reaction SMILES: [N:1]([C@H:4]1[C:7](=[O:8])[NH:6][C@H:5]1[CH2:9][O:10][S:11]([C:14]1[CH:19]=[CH:18][C:17]([CH3:20])=[CH:16][CH:15]=1)(=[O:13])=[O:12])=[N+]=[N-]>C(O)(=O)C.[Zn]>[NH2:1][C@H:4]1[C:7](=[O:8])[NH:6][C@H:5]1[CH2:9][O:10][S:11]([C:14]1[CH:19]=[CH:18][C:17]([CH3:20])=[CH:16][CH:15]=1)(=[O:13])=[O:12]. Procedure: Zinc dust (2.0 g, 0.03 mole) was slowly added with cooling to a solution of 5.0 g (0.011 mole) of cis-3-azido-4-oxo-2-p-toluenesulfonyloxymethylazetidine in 50 ml of 50% aqueous acetic acid. The reaction mixture was stirred for 30 minutes and filtered. The solids were washed with water and the filtrate was saturated with hydrogen sulfide, filtered and concentrated to near dryness. The residue was dissolved in ethyl acetate-water and the pH as adjusted to 8.0 by addition of sodium carbonate and s... Reactants: Cl (HCl), [OH-].[Na+] (NaOH), ClC=1C=C(C=CC1F)[C@H]([C@H](C)NC(OCC1=CC=CC=C1)=O)O (benzyl [(1S,2R)-2-(3-chloro-4-fluorophenyl)-2-hydroxy-1-methylethyl]carbamate), C[Si](C)(C)[N-][Si](C)(C)C.[Na+] (NaHMDS), solution, BrCC1=C(C=CC(=C1)C(F)(F)F)C=1C=C(C=CC1OC)C1=C(C=C(C=C1)C(=O)OC)C (methyl 2″-(bromomethyl)-4′-methoxy-2-methyl-4″-(trifluoromethyl)-1,1′:3′,1″-terphenyl-4-carboxylate). Run in CC(=O)N(C)C (DMA), C1CCOC1 (THF), CC(=O)N(C)C (DMA). Reaction conditions: time 5 minute. Yields the product ClC=1C=C(C=CC1F)[C@@H]1[C@@H](N(C(O1)=O)CC1=C(C=CC(=C1)C(F)(F)F)C=1C=C(C=CC1OC)C1=C(C=C(C=C1)C(=O)O)C)C (2″-{[(4S,5R)-5-(3-chloro-4-fluorophenyl)-4-methyl-2-oxo-1,3-oxazolidin-3-yl]methyl}-4′-methoxy-2-methyl-4″-(trifluoromethyl)-1,1′:3′,1″-terphenyl-4-carboxylic acid). Reaction SMILES: [Cl:1][C:2]1[CH:3]=[C:4]([C@@H:9]([OH:23])[C@@H:10]([NH:12][C:13](=[O:22])OCC2C=CC=CC=2)[CH3:11])[CH:5]=[CH:6][C:7]=1[F:8].C[Si]([N-][Si](C)(C)C)(C)C.[Na+].Br[CH2:35][C:36]1[CH:41]=[C:40]([C:42]([F:45])([F:44])[F:43])[CH:39]=[CH:38][C:37]=1[C:46]1[CH:47]=[C:48]([C:54]2[CH:59]=[CH:58][C:57]([C:60]([O:62]C)=[O:61])=[CH:56][C:55]=2[CH3:64])[CH:49]=[CH:50][C:51]=1[O:52][CH3:53].[OH-].[Na+].Cl>CC(N(C)C)=O.C1COCC1>[Cl:1][C:2]1[CH:3]=[C:4]([C@H:9]2[O:23][C:13](=[O:22])[N:12]([CH2:35][C:36]3[CH:41]=[C:40]([C:42]([F:43])([F:44])[F:45])[CH:39]=[CH:38][C:37]=3[C:46]3[CH:47]=[C:48]([C:54]4[CH:59]=[CH:58][C:57]([C:60]([OH:62])=[O:61])=[CH:56][C:55]=4[CH3:64])[CH:49]=[CH:50][C:51]=3[O:52][CH3:53])[C@H:10]2[CH3:11])[CH:5]=[CH:6][C:7]=1[F:8] |f:1.2,4.5|. Procedure details: To a 0° C. solution of benzyl [(1S,2R)-2-(3-chloro-4-fluorophenyl)-2-hydroxy-1-methylethyl]carbamate (51.4 mg, 0.152 mmol) in DMA (1.5 mL) was added NaHMDS (0.296 mL of a 1M solution in THF, 0.296 mmol). After 5 minutes, a solution of methyl 2″-(bromomethyl)-4′-methoxy-2-methyl-4″-(trifluoromethyl)-1,1′:3′,1″-terphenyl-4-carboxylate (75 mg, 0.152 mmol) in DMA (2.5 mL) was added via cannula. After 5 minutes, saturated aqueous NaOH solution (3 mL) was added, and the mixture was allowed to warm to ... The reactants are N#Cc1ccc(C(=O)N=C=O)cc1, CCCCS(=O)(=O)NC(Cc1ccc(N)cc1)C(=O)OC(C)(C)C, CC#N, CC(C)O. Product: CCCCS(=O)(=O)NC(Cc1ccc(NC(=O)NC(=O)c2ccc(C#N)cc2)cc1)C(=O)OC(C)(C)C. As a reaction SMILES: [C:25](#[N:26])[c:27]1[cH:28][cH:29][c:30]([C:31](=[O:32])[N:33]=[C:34]=[O:35])[cH:36][cH:37]1.[CH2:1]([CH2:2][CH2:3][CH3:4])[S:5](=[O:6])(=[O:7])[NH:8][CH:9]([C:10](=[O:11])[O:12][C:13]([CH3:14])([CH3:15])[CH3:16])[CH2:17][c:18]1[cH:19][cH:20][c:21]([NH2:24])[cH:22][cH:23]1.[CH3:42][C:43]#[N:44].[CH:38]([OH:39])([CH3:40])[CH3:41]>>[CH2:1]([CH2:2][CH2:3][CH3:4])[S:5](=[O:6])(=[O:7])[NH:8][CH:9]([C:10](=[O:11])[O:12][C:13]([CH3:14])([CH3:15])[CH3:16])[CH2:17][c:18]1[cH:19][cH:20][c:21]([NH:24][C:34]([NH:33][C:31]([c:30]2[cH:29][cH:28][c:27]([C:25]#[N:26])[cH:37][cH:36]2)=[O:32])=[O:35])[cH:22][cH:23]1. Starting materials: C(C)(C)(C)C1=C(C=CC(=C1)C(C)(C)C)O (2,4-di-tert-butylphenol), C(C(C)C)OCN(C)COCC(C)C (N,N-Di(isobutoxymethyl)-N-methylamine). Run in C1(=CC=CC=C1)C (toluene). Run at temperature 80 celsius, time 60 minute. The product is O1NCCC2C1=CC=CC2 (Tetrahydrobenzoxazine). Yield: 189.8%. As a reaction SMILES: [C:1]([C:5]1[CH:10]=[C:9](C(C)(C)C)[CH:8]=[CH:7][C:6]=1[OH:15])(C)(C)[CH3:2].C(OC[N:22](COCC(C)C)C)C(C)C>C1(C)C=CC=CC=1>[O:15]1[C:6]2=[CH:7][CH:8]=[CH:9][CH2:10][CH:5]2[CH2:1][CH2:2][NH:22]1. Procedure details: A 1000 ml four-neck flask was initially charged with 206 g of 2,4-di-tert-butylphenol at room temperature in 400 ml of toluene. 203 g of N,N-di(isobutoxymethyl)-N-methylamine from example 1 were added rapidly. The flask contents were stirred at 80° C. for 60 minutes. The solution was concentrated by evaporation at 120° C. and 5 mbar. 260 g of product were obtained. Reactants: Cl (hydrochloric acid), CC=1C=CC=C2C=CC(NC12)=O (8-methylquinolin-2(1H)-one), [H-].[Na+] (sodium hydride), BrCC1OCCO1 (2-bromomethyl-1,3-dioxolane). Solvent: C(C)(=O)OCC (ethyl acetate), CN(C=O)C (N,N-dimethylformamide). Reaction conditions: time 30 minute. The product is O1C(OCC1)CN1C(C=CC2=CC=CC(=C12)C)=O (1-(1,3-dioxolan-2-ylmethyl)-8-methylquinolin-2(1H)-one). Reaction SMILES: [CH3:1][C:2]1[CH:3]=[CH:4][CH:5]=[C:6]2[C:11]=1[NH:10][C:9](=[O:12])[CH:8]=[CH:7]2.[H-].[Na+].Br[CH2:16][CH:17]1[O:21][CH2:20][CH2:19][O:18]1.Cl>C(OCC)(=O)C.CN(C)C=O>[O:18]1[CH2:19][CH2:20][O:21][CH:17]1[CH2:16][N:10]1[C:11]2[C:6](=[CH:5][CH:4]=[CH:3][C:2]=2[CH3:1])[CH:7]=[CH:8][C:9]1=[O:12] |f:1.2|. Reported procedure: To 3 mL of an N,N-dimethylformamide solution containing 0.17 g of 8-methylquinolin-2(1H)-one, 0.13 g of 60% sodium hydride was added under a nitrogen atmosphere, and the mixture was stirred at room temperature for 30 minutes. Thereto was added 0.89 g of 2-bromomethyl-1,3-dioxolane, and the mixture was stirred at 90° C. for 48 hours. The reaction mixture was cooled to room temperature, then ethyl acetate and 1 mol/L hydrochloric acid were added thereto. The organic layer was separated, and the aq... Starting materials: [C@@H]12N(C[C@@H](NC1)C2)C(=O)[C@H](C(C)(C)C)NC(=O)C=2NC1=CC=CC=C1C2 (N-{(1S)-1-[(1S,4S)-2,5-diazabicyclo[2.2.1]hept-2-ylcarbonyl]-2,2-dimethylpropyl}-1H-indole-2-carboxamide), C(CCl)Cl (EDC), C=1C=CC2=C(C1)N=NN2O (HOBt), C(#N)C=1C=CC(=NC1)C=1C=NC(=CC1)C(=O)O (5-cyano-2,3′-bipyridine-6′-carboxylic acid), CCN(C(C)C)C(C)C (DIEA). The solvent is C(Cl)Cl (CH2Cl2), C(=O)([O-])[O-].[Na+].[Na+] (Na2CO3), C(Cl)Cl (CH2Cl2), CN(C)C=O (DMF). Conditions: time 1 hour. Product: C(#N)C=1C=CC(=NC1)C=1C=NC(=CC1)C(=O)N1[C@@H]2CN([C@H](C1)C2)C(=O)[C@H](C(C)(C)C)NC(=O)C=2NC1=CC=CC=C1C2 (N-[(1S)-1-({(1S,4S)-5-[(5-cyano-2,3′-bipyridin-6′-yl)carbonyl]-2,5-diazabicyclo[2.2.1]hept-2-yl}carbonyl)-2,2-dimethylpropyl]-1H-indole-2-carboxamide), solid. Yield: 49.3%. As a reaction SMILES: [C@H:1]12[CH2:7][C@H:4]([NH:5][CH2:6]1)[CH2:3][N:2]2[C:8]([C@@H:10]([NH:15][C:16]([C:18]1[NH:19][C:20]2[C:25]([CH:26]=1)=[CH:24][CH:23]=[CH:22][CH:21]=2)=[O:17])[C:11]([CH3:14])([CH3:13])[CH3:12])=[O:9].C(Cl)CCl.C1C=CC2N(O)N=NC=2C=1.[C:41]([C:43]1[CH:44]=[CH:45][C:46]([C:49]2[CH:50]=[N:51][C:52]([C:55](O)=[O:56])=[CH:53][CH:54]=2)=[N:47][CH:48]=1)#[N:42].CCN(C(C)C)C(C)C>C(Cl)Cl.C([O-])([O-])=O.[Na+].[Na+].CN(C=O)C>[C:41]([C:43]1[CH:44]=[CH:45][C:46]([C:49]2[CH:50]=[N:51][C:52]([C:55]([N:5]3[CH2:6][C@@H:1]4[CH2:7][C@H:4]3[CH2:3][N:2]4[C:8]([C@@H:10]([NH:15][C:16]([C:18]3[NH:19][C:20]4[C:25]([CH:26]=3)=[CH:24][CH:23]=[CH:22][CH:21]=4)=[O:17])[C:11]([CH3:14])([CH3:13])[CH3:12])=[O:9])=[O:56])=[CH:53][CH:54]=2)=[N:47][CH:48]=1)#[N:42] |f:6.7.8|. Procedure: To a 10 ml vial was added N-{(1S)-1-[(1S,4S)-2,5-diazabicyclo[2.2.1]hept-2-ylcarbonyl]-2,2-dimethylpropyl}-1H-indole-2-carboxamide (100 mg, 0.268 mmol), EDC (128 mg, 0.670 mmol), HOBt (41.0 mg, 0.268 mmol), 5-cyano-2,3′-bipyridine-6′-carboxylic acid (74.7 mg, 0.322 mmol) mmol), CH2Cl2 (2.8 ml), DMF (5.0 ml) and DIEA (0.187 ml, 1.072 mmol). The mixture was stirred at room temperature for 1 h, then at 60° C. for 3 h. After cooling to room temperature, the mixture was diluted with CH2Cl2 and sat. N... Yields the product CCc1c(CN2CC(C(=O)O)C2)cccc1-c1cnc(-c2ccc(OC(C)C)c(C(F)(F)F)c2)s1. As a reaction SMILES: [C:41]([O:42][BH-:43]([O:44][C:45](=[O:46])[CH3:47])[O:48][C:49](=[O:50])[CH3:51])(=[O:52])[CH3:53].[CH2:1]([CH3:2])[c:3]1[c:4]([CH:5]=[O:6])[cH:7][cH:8][cH:9][c:10]1-[c:11]1[cH:12][n:13][c:14](-[c:16]2[cH:17][c:18]([C:26]([F:27])([F:28])[F:29])[c:19]([O:22][CH:23]([CH3:24])[CH3:25])[cH:20][cH:21]2)[s:15]1.[CH3:37][C:38](=[O:39])[OH:40].[Cl:55][CH2:56][Cl:57].[NH:30]1[CH2:31][CH:32]([C:34](=[O:35])[OH:36])[CH2:33]1.[Na+:54]>>[CH2:1]([CH3:2])[c:3]1[c:4]([CH2:5][N:30]2[CH2:31][CH:32]([C:34](=[O:35])[OH:36])[CH2:33]2)[cH:7][cH:8][cH:9][c:10]1-[c:11]1[cH:12][n:13][c:14](-[c:16]2[cH:17][c:18]([C:26]([F:27])([F:28])[F:29])[c:19]([O:22][CH:23]([CH3:24])[CH3:25])[cH:20][cH:21]2)[s:15]1. Starting materials: CC(=O)O[BH-](OC(C)=O)OC(C)=O, CCc1c(C=O)cccc1-c1cnc(-c2ccc(OC(C)C)c(C(F)(F)F)c2)s1, CC(=O)O, ClCCl, O=C(O)C1CNC1, [Na+]. The reactants are OCCC1=C2CC(NC2=CC=C1)=O (4-(2-hydroxy-ethyl)-1,3-dihydro-indol-2-one), C(C)(C)N=C=O (isopropyl isocyanate), O (water). The solvent is O1CCCC1 (tetrahydrofuran), CN(C=O)C (dimethylformamide). Run at temperature 80 celsius. The product is O=C1NC2=CC=CC(=C2C1)CCOC(NC(C)C)=O (isopropyl-carbamic acid 2-(2-oxo-2,3-dihydro-1H-indol-4-yl)-ethyl ester). The yield is 25.6%. RXN SMILES: [OH:1][CH2:2][CH2:3][C:4]1[CH:12]=[CH:11][CH:10]=[C:9]2[C:5]=1[CH2:6][C:7](=[O:13])[NH:8]2.[CH:14]([N:17]=[C:18]=[O:19])([CH3:16])[CH3:15].O>O1CCCC1.CN(C)C=O>[O:13]=[C:7]1[CH2:6][C:5]2[C:9](=[CH:10][CH:11]=[CH:12][C:4]=2[CH2:3][CH2:2][O:1][C:18](=[O:19])[NH:17][CH:14]([CH3:16])[CH3:15])[NH:8]1. Procedure details: A mixture of 4-(2-hydroxy-ethyl)-1,3-dihydro-indol-2-one (3 g, 16.93 mmol) and isopropyl isocyanate (2.49 mL, 25.40 mmol) in tetrahydrofuran (16 mL) and dimethylformamide (6 mL) was heated at 80° C. for 64 hours. The reaction mixture was poured into water and extracted with ethyl acetate (400 mL), washed with brine, dried (sodium sulfate), and concentrated. The residue was recrystallized form methanol, ethyl acetate and hexanes to give 1.136 g (26%) of isopropyl-carbamic acid 2-(2-oxo-2,3-dihydr... The reagents and catalysts are CC(=O)[O-].CC(=O)[O-].[Pd+2] (Pd(OAc)2). Product: C1(=CC=CC=C1)N1C(C2=C(C=CC=C2C=C1)C1=NNC=C1)=O (2-phenyl-8-(1H-pyrazol-3-yl)isoquinolin-1(2H)-one). The solvent is CN1CCCC1=O (NMP). Reaction SMILES: N1C(N[C@H]([C:13]2[N:14]([C:25]3[CH:30]=[CH:29][CH:28]=[CH:27][CH:26]=3)[C:15](=[O:24])[C:16]3[C:21]([CH:22]=2)=[CH:20][CH:19]=[CH:18][C:17]=3Cl)C)=C2C(NC=N2)=NC=1.[NH:31]1[CH:35]=[C:34](B(O)O)[CH:33]=[N:32]1.C([O-])([O-])=O.[Na+].[Na+].C12(P(C34CC5CC(CC(C5)C3)C4)CCCC)CC3CC(CC(C3)C1)C2>CN1C(=O)CCC1.CC([O-])=O.CC([O-])=O.[Pd+2]>[C:25]1([N:14]2[CH:13]=[CH:22][C:21]3[C:16](=[C:17]([C:33]4[CH:34]=[CH:35][NH:31][N:32]=4)[CH:18]=[CH:19][CH:20]=3)[C:15]2=[O:24])[CH:26]=[CH:27][CH:28]=[CH:29][CH:30]=1 |f:2.3.4,7.8.9|. Reaction conditions: temperature 160 celsius, time 3 hour. Reported procedure: (S)-3-(14(9H-purin-6-yl)amino)ethyl)-8-chloro-2-phenylisoquinolin-1(2H)-one (3) (200 mg, 0.48 mmol) and 1H-pyrazole-4-boronic acid (108 mg, 0.96 mmol) were dissolved in anhydrous NMP (8 mL) and the resulting solution was degassed and back-filled with argon (two cycles). To this mixture, Na2CO3 (152 mg, 1.44 mmol), Pd(OAc)2 (22 mg, 0.096 mmol) and di-(1-adamantyl)-n-butylphosphine (104 mg, 0.288 mmol) were added sequentially. The resulting mixture was degassed and back-filled with argon (two cycl... The reactants are N1=CN=C2NC=NC2=C1N[C@@H](C)C=1N(C(C2=C(C=CC=C2C1)Cl)=O)C1=CC=CC=C1 ((S)-3-(1-((9H-purin-6-yl)amino)ethyl)-8-chloro-2-phenylisoquinolin-1(2H)-one), N1N=CC(=C1)B(O)O (1H-pyrazole-4-boronic acid), C(=O)([O-])[O-].[Na+].[Na+] (Na2CO3), C12(CC3CC(CC(C1)C3)C2)P(CCCC)C23CC1CC(CC(C2)C1)C3 (di-(1-adamantyl)-n-butylphosphine).